describe an organic reaction: reactants, conditions, products, and yield From a dataset of the Open Reaction Database (ORD), a public repository of structured organic reaction records. Starting materials: OC=1C=C2CCC(C2=CC1I)=O (5-Hydroxy-6-iodo-1-indanone), C(=O)([O-])[O-].[K+].[K+] (K2CO3), CI (methyl iodide). Solvent: O (H2O). Yields the product COC=1C=C2CCC(C2=CC1I)=O (5-Methoxy-6-iodo-1-indanone). RXN SMILES: [OH:1][C:2]1[CH:3]=[C:4]2[C:8](=[CH:9][C:10]=1[I:11])[C:7](=[O:12])[CH2:6][CH2:5]2.[C:13]([O-])([O-])=O.[K+].[K+].CI>O>[CH3:13][O:1][C:2]1[CH:3]=[C:4]2[C:8](=[CH:9][C:10]=1[I:11])[C:7](=[O:12])[CH2:6][CH2:5]2 |f:1.2.3|. Reported procedure: The product of Example 60 was added to methyl ethyl ketcne (50 ml), K2CO3 (5 g) and methyl iodide (5 ml) then heated at reflux for 4 1/2 hrs. The reaction was cooled, H2O added, followed by an EtOAc extraction. The organic layer was separated, washed with brine, dried (Na2SO4), filtered and evaporated. Trituration of the residue afforded the desired compound after filtration, m.p. 129° C.-30° C. As a reaction SMILES: [C:1](=[O:2])([O:3][CH2:4][c:5]1[cH:6][cH:7][cH:8][cH:9][cH:10]1)[NH:11][CH2:12][CH2:13][CH2:14][CH2:15][c:16]1[cH:17][cH:18][c:19]([OH:22])[cH:20][cH:21]1.[CH2:30]1[O:31][CH2:32][CH2:33][CH2:34]1.[CH2:36]([N+:37]([CH2:38][CH2:39][CH2:40][CH3:41])([CH2:42][CH2:43][CH2:44][CH3:45])[CH2:46][CH2:47][CH2:48][CH3:49])[CH2:50][CH2:51][CH3:52].[CH3:25][O:26][CH2:27][CH2:28][Br:29].[H-:23].[I-:35].[Na+:24]>>[C:1](=[O:2])([O:3][CH2:4][c:5]1[cH:6][cH:7][cH:8][cH:9][cH:10]1)[NH:11][CH2:12][CH2:13][CH2:14][CH2:15][c:16]1[cH:17][cH:18][c:19]([O:22][CH2:28][CH2:27][O:26][CH3:25])[cH:20][cH:21]1. Product: COCCOc1ccc(CCCCNC(=O)OCc2ccccc2)cc1. Starting materials: O=C(NCCCCc1ccc(O)cc1)OCc1ccccc1, C1CCOC1, CCCC[N+](CCCC)(CCCC)CCCC, COCCBr, [H-], [I-], [Na+].